This data is from the Open Reaction Database (ORD), a public repository of structured organic reaction records. The task is: describe an organic reaction: reactants, conditions, products, and yield The reactants are COCOc1ccc(OC)cc1C=Nc1c(C)cccc1O, COc1ccc(OC)c(C=O)c1. Yields the product COc1ccc(OC)c(C=Nc2c(C)cccc2O)c1. As a reaction SMILES: [CH3:1][O:2][c:3]1[cH:4][cH:5][c:6]([O:19][CH2:20][O:21][CH3:22])[c:7]([CH:8]=[N:9][c:10]2[c:11]([OH:17])[cH:12][cH:13][cH:14][c:15]2[CH3:16])[cH:18]1.[CH3:23][O:24][c:25]1[cH:26][cH:27][c:28]([O:29][CH3:30])[cH:31][c:32]1[CH:33]=[O:34]>>[CH3:1][O:2][c:3]1[cH:4][cH:5][c:6]([O:19][CH3:20])[c:7]([CH:8]=[N:9][c:10]2[c:11]([OH:17])[cH:12][cH:13][cH:14][c:15]2[CH3:16])[cH:18]1. Reactants: CCBr, O=[N+]([O-])c1c(Br)n[nH]c1Br, [H-], [Na+], CN(C)C=O. Yields the product CCn1nc(Br)c([N+](=O)[O-])c1Br. RXN SMILES: [Br:13][CH2:14][CH3:15].[Br:1][c:2]1[n:3][nH:4][c:5]([Br:10])[c:6]1[N+:7](=[O:8])[O-:9].[H-:12].[Na+:11].[O:16]=[CH:17][N:18]([CH3:19])[CH3:20]>>[Br:1][c:2]1[n:3][n:4]([CH2:14][CH3:15])[c:5]([Br:10])[c:6]1[N+:7](=[O:8])[O-:9]. The reactants are ice water, C([O-])(O)=O.[Na+] (sodium bicarbonate), C(C)(C)(C)OC(=O)N1C[C@@H]([C@H](CC1)C1=CC=C(C=C1)OCCCOCC1=C(C=CC=C1)OC)OCC1=CC=C2CCCN(C2=C1)CCNC(C)=O ((3R,4R)-3-[1-(2-acetylamino-ethyl)-1,2,3,4-tetrahydro-quinolin-7-ylmethoxy]-4-[4-[3-(2-methoxy-benzyloxy)-propoxy]-phenyl]-piperidine-1-carboxylic acid tert-butyl ester). Reagents/catalysts: [Br-].[Zn+2].[Br-] (zinc bromide). Solvent: ClCCCl (1,2-dichloroethane). Run at temperature 50 celsius, time 2 hour. Product: COC1=C(COCCCOC2=CC=C(C=C2)[C@@H]2[C@H](CNCC2)OCC2=CC=C3CCCN(C3=C2)CCNC(C)=O)C=CC=C1 ((3R,4R)-N-[2-[7-[4-[4-[3-(2-methoxy-benzyloxy)-propoxy]-phenyl]-piperidin-3-yloxymethyl]-3,4-dihydro-2H-quinolin-1-yl]-ethyl]-acetamide). Yield: 48.0%. RXN SMILES: C(OC([N:8]1[CH2:13][CH2:12][C@H:11]([C:14]2[CH:19]=[CH:18][C:17]([O:20][CH2:21][CH2:22][CH2:23][O:24][CH2:25][C:26]3[CH:31]=[CH:30][CH:29]=[CH:28][C:27]=3[O:32][CH3:33])=[CH:16][CH:15]=2)[C@@H:10]([O:34][CH2:35][C:36]2[CH:45]=[C:44]3[C:39]([CH2:40][CH2:41][CH2:42][N:43]3[CH2:46][CH2:47][NH:48][C:49](=[O:51])[CH3:50])=[CH:38][CH:37]=2)[CH2:9]1)=O)(C)(C)C.C(=O)(O)[O-].[Na+]>ClCCCl.[Br-].[Zn+2].[Br-]>[CH3:33][O:32][C:27]1[CH:28]=[CH:29][CH:30]=[CH:31][C:26]=1[CH2:25][O:24][CH2:23][CH2:22][CH2:21][O:20][C:17]1[CH:16]=[CH:15][C:14]([C@H:11]2[CH2:12][CH2:13][NH:8][CH2:9][C@@H:10]2[O:34][CH2:35][C:36]2[CH:45]=[C:44]3[C:39]([CH2:40][CH2:41][CH2:42][N:43]3[CH2:46][CH2:47][NH:48][C:49](=[O:51])[CH3:50])=[CH:38][CH:37]=2)=[CH:19][CH:18]=1 |f:1.2,4.5.6|. Procedure details: A solution of 0.88 g (1.25 mmol) of (3R,4R)-3-[1-(2-acetylamino-ethyl)-1,2,3,4-tetrahydro-quinolin-7-ylmethoxy]-4-[4-[3-(2-methoxy-benzyloxy)-propoxy]-phenyl]-piperidine-1-carboxylic acid tert-butyl ester in 9 ml of 1,2-dichloroethane was treated with 0.62 g (2.75 mmol, 2.2 equiv.) of anhydrous zinc bromide. The suspension was stirred for 2 h at 50° C. under Argon atmosphere. Subsequently, it was poured into a mixture of 100 ml of ice/water and 10 ml of sat. sodium bicarbonate solution. The aque... The reactants are FC(CN1CC(OC2(C1)CCN(CC2)C(=O)OC(C)(C)C)C(NCC(CC)=O)=O)F (tert-butyl 4-(2,2-difluoroethyl)-2-((2-oxobutyl)carbamoyl)-1-oxa-4,9-diazaspiro[5.5]undecane-9-carboxylate), salt. The solvent is C1CCOC1 (THF). Reaction conditions: temperature 75 celsius. Product: FC(CN1CC(OC2(C1)CCN(CC2)C(=O)OC(C)(C)C)C=2OC(=CN2)CC)F (tert-butyl 4-(2,2-difluoroethyl)-2-(5-ethyloxazol-2-yl)-1-oxa-4,9-diazaspiro[5.5]undecane-9-carboxylate). Yield: 83.7%. Reaction SMILES: [F:1][CH:2]([F:30])[CH2:3][N:4]1[CH2:9][C:8]2([CH2:14][CH2:13][N:12]([C:15]([O:17][C:18]([CH3:21])([CH3:20])[CH3:19])=[O:16])[CH2:11][CH2:10]2)[O:7][CH:6]([C:22](=O)[NH:23][CH2:24][C:25](=[O:28])[CH2:26][CH3:27])[CH2:5]1>C1COCC1>[F:30][CH:2]([F:1])[CH2:3][N:4]1[CH2:9][C:8]2([CH2:10][CH2:11][N:12]([C:15]([O:17][C:18]([CH3:21])([CH3:20])[CH3:19])=[O:16])[CH2:13][CH2:14]2)[O:7][CH:6]([C:22]2[O:28][C:25]([CH2:26][CH3:27])=[CH:24][N:23]=2)[CH2:5]1. Reported procedure: To tert-butyl 4-(2,2-difluoroethyl)-2-((2-oxobutyl)carbamoyl)-1-oxa-4,9-diazaspiro[5.5]undecane-9-carboxylate (200 mg, 0.46 mmol) in THF (2 mL) was added Burgess' salt (275 mg, 1.15 mmol) and the reaction mixture was heated at 75° C. under a nitrogen atmosphere for 2 hours. The reaction mixture was cooled to room temperature, and partitioned between EtOAc and saturated aq. NaHCO3. The layers were separated and the aqueous layer was extracted once more with EtOAc. The combined organics were dried... The reactants are CCCc1nc(C)c(Br)n1NC(=O)c1ccccc1OCC, CCOC(C)=O, N#C[Cu], [I-], [K+], c1ccncc1. Yields the product CCCc1nc(C)c(C#N)n1NC(=O)c1ccccc1OCC. Reaction SMILES: [Br:1][c:2]1[c:3]([CH3:22])[n:4][c:5]([CH2:19][CH2:20][CH3:21])[n:6]1[NH:7][C:8]([c:9]1[c:10]([O:15][CH2:16][CH3:17])[cH:11][cH:12][cH:13][cH:14]1)=[O:18].[CH3:34][CH2:35][O:36][C:37](=[O:38])[CH3:39].[Cu:23][C:24]#[N:25].[I-:33].[K+:32].[cH:26]1[cH:27][cH:28][n:29][cH:30][cH:31]1>>[c:2]1([C:24]#[N:25])[c:3]([CH3:22])[n:4][c:5]([CH2:19][CH2:20][CH3:21])[n:6]1[NH:7][C:8]([c:9]1[c:10]([O:15][CH2:16][CH3:17])[cH:11][cH:12][cH:13][cH:14]1)=[O:18].